This data is from the Open Reaction Database (ORD), a public repository of structured organic reaction records. The task is: describe an organic reaction: reactants, conditions, products, and yield Reactants: C(CO)O (Ethylene glycol), CC=1C=CC(=CC1)S(=O)(=O)O (p-TSA), O[C@@]1([C@]2(C)[C@@H](CC1)[C@@H]1CC[C@H]3CC(CC[C@]3(C)[C@H]1CC2)=O)C (17β-hydroxy-17α-methyl-5α-androstan-3-one). Run in C(Cl)Cl (methylene chloride), C(Cl)Cl (methylene chloride). The product is C1COC2(C[C@@H]3CC[C@H]4[C@@H]5CC[C@]([C@@]5(C)CC[C@@H]4[C@]3(CC2)C)(C)O)O1 (17β-Hydroxy-17α-methyl-5α-androstan-3-one 3-ethylene ketal). As a reaction SMILES: [CH2:1]([OH:4])[CH2:2][OH:3].CC1C=CC(S(O)(=O)=O)=CC=1.[OH:16][C@@:17]1([CH3:37])[CH2:22][CH2:21][C@H:20]2[C@H:23]3[C@H:33]([CH2:34][CH2:35][C@:18]12[CH3:19])[C@:31]1([CH3:32])[C@H:26]([CH2:27][C:28](=O)[CH2:29][CH2:30]1)[CH2:25][CH2:24]3>C(Cl)Cl>[CH2:1]1[O:4][C:28]2([CH2:29][CH2:30][C@@:31]3([CH3:32])[C@@H:26]([CH2:25][CH2:24][C@@H:23]4[C@@H:33]3[CH2:34][CH2:35][C@@:18]3([CH3:19])[C@H:20]4[CH2:21][CH2:22][C@@:17]3([OH:16])[CH3:37])[CH2:27]2)[O:3][CH2:2]1. Procedure: Ethylene glycol (20 ml.) and p-TSA (5 mg.) is added to 17β-hydroxy-17α-methyl-5α-androstan-3-one (sold by Steraloids, Inc., Wilton, N.H., 3.0 g.) in methylene chloride (20 ml.). The mixture is heated on a steam bath until most of the methylene chloride is removed. The remainder of the methylene chloride is removed on a rotary evaporator. The mixture is cooled and a small amount of a sodium bicarbonate solution and water are added and the mixture filtered. The filtered solids are washed and dried... Reactants: C1=CC=C(C=C1)/C=C/C=O (Zimtaldehyde), C1(=CC=CC=C1)NN (Phenylhydrazine). The solvent is C(C)(=O)O (acetic acid). The product is C1(=CC=CC=C1)N1NC=CC1C1=CC=CC=C1 (1,5-Diphenylpyrazoline). Reaction SMILES: [CH:1]1[CH:6]=[CH:5][C:4](/[CH:7]=[CH:8]/[CH:9]=O)=[CH:3][CH:2]=1.[C:11]1([NH:17][NH2:18])[CH:16]=[CH:15][CH:14]=[CH:13][CH:12]=1>C(O)(=O)C>[C:11]1([N:17]2[CH:7]([C:4]3[CH:5]=[CH:6][CH:1]=[CH:2][CH:3]=3)[CH:8]=[CH:9][NH:18]2)[CH:16]=[CH:15][CH:14]=[CH:13][CH:12]=1. Procedure: 13.2 g Zimtaldehyde (cinnamaldehyde) was condensed with 10.8 g Phenylhydrazine in 300 ml boiling acetic acid over 2 hours. At room temperature the sediment was filtered, washed with ethanol and dried.